Dataset: the Open Reaction Database (ORD), a public repository of structured organic reaction records. Task: describe an organic reaction: reactants, conditions, products, and yield Reactants: CN(CCC(=O)O)c1ccc([N+](=O)[O-])cc1, ClCCl, O=S(Cl)Cl. Yields the product CN(CCC(=O)Cl)c1ccc([N+](=O)[O-])cc1. As a reaction SMILES: [CH3:1][N:2]([CH2:3][CH2:4][C:5](=[O:6])[OH:7])[c:8]1[cH:9][cH:10][c:11]([N+:14](=[O:15])[O-:16])[cH:12][cH:13]1.[Cl:21][CH2:22][Cl:23].[S:17]([Cl:18])([Cl:19])=[O:20]>>[CH3:1][N:2]([CH2:3][CH2:4][C:5](=[O:6])[Cl:19])[c:8]1[cH:9][cH:10][c:11]([N+:14](=[O:15])[O-:16])[cH:12][cH:13]1. Reactants: N1=CC=CC=C1 (pyridine), [Si](C)(C)(C(C)(C)C)O[C@H](C)[C@H]1C(N[C@@H]1[C@@H](C)C(=O)O)=O ((3S ,4S)-3-[(1R)-1-t-Butyldimethylsilyloxyethyl]-4-[(1R)-1-carboxyethyl]-2-azetidinone), C(C1=CC=CC=C1)S (benzylmercaptan), [Cl-].ClC1[NH+](CCN1C)C (2-chloro-1,3-dimethylimidazolinium chloride). The solvent is C(Cl)Cl (methylene chloride). Reaction conditions: time 10 hour. Yields the product [Si](C)(C)(C(C)(C)C)O[C@H](C)[C@H]1C(N[C@@H]1[C@@H](C)C(=S)CC1=CC=CC=C1)=O ((3S,4S)-3-[(1R)-1-t-butyldimethylsilyloxyethyl]-4-[(1R)-1-(benzylthiocarbonyl)ethyl]-2-azetidinone). Yield: 67.2%. Reaction SMILES: [Si:1]([O:8][C@@H:9]([C@@H:11]1[C@@H:14]([C@H:15]([C:17](O)=O)[CH3:16])[NH:13][C:12]1=[O:20])[CH3:10])([C:4]([CH3:7])([CH3:6])[CH3:5])([CH3:3])[CH3:2].C([SH:28])C1C=CC=CC=1.[Cl-].ClC1N(C)[CH2:34][CH2:33][NH+]1C.N1[CH:43]=[CH:42][CH:41]=[CH:40][CH:39]=1>C(Cl)Cl>[Si:1]([O:8][C@@H:9]([C@@H:11]1[C@@H:14]([C@H:15]([C:17]([CH2:39][C:40]2[CH:34]=[CH:33][CH:43]=[CH:42][CH:41]=2)=[S:28])[CH3:16])[NH:13][C:12]1=[O:20])[CH3:10])([C:4]([CH3:7])([CH3:6])[CH3:5])([CH3:3])[CH3:2] |f:2.3|. Procedure details: (3S ,4S)-3-[(1R)-1-t-Butyldimethylsilyloxyethyl]-4-[(1R)-1-carboxyethyl]-2-azetidinone (995 mg, 3.3 mmol), benzylmercaptan (409 mg, 3.5 mmol) and 2-chloro-1,3-dimethylimidazolinium chloride (592 mg, 3.5 mmol) are dissolved in methylene chloride (3 ml), and thereto is added dropwise pyridine (550 mg, 7.0 mmol) under ice-cooling. The mixture is stirred at room temperature for 10 hours. The reaction solution is treated in the same manner as in Reference Example 3 to give (3S,4S)-3-[(1R)-1-t-butyldi... Product: Cc1cc(Oc2ccc(Cl)c(C(F)(F)F)c2)n[nH]1. Reactants: CC(C)=O, [Cl-], Cl, O=N[O-], Cc1cc(Oc2ccc(N)c(C(F)(F)F)c2)n[nH]1, [Na+], O. RXN SMILES: [CH3:26][C:27](=[O:28])[CH3:29].[Cl-:24].[ClH:19].[N:20]([O-:21])=[O:22].[NH2:1][c:2]1[c:3]([C:15]([F:16])([F:17])[F:18])[cH:4][c:5]([O:8][c:9]2[n:10][nH:11][c:12]([CH3:14])[cH:13]2)[cH:6][cH:7]1.[Na+:23].[OH2:25]>>[c:2]1([Cl:19])[c:3]([C:15]([F:16])([F:17])[F:18])[cH:4][c:5]([O:8][c:9]2[n:10][nH:11][c:12]([CH3:14])[cH:13]2)[cH:6][cH:7]1. The reactants are ClC1=C(C=C(C(=O)O)C=C1)[N+](=O)[O-] (4-chloro-3-nitrobenzoic acid), C([O-])([O-])=O.[K+].[K+] (potassium carbonate), CI (methyl iodide). Run in C(C)(=O)OCC (ethyl acetate), CN(C=O)C (N,N-dimethylformamide). Reaction conditions: time 3.5 hour. Product: ClC1=C(C=C(C(=O)OC)C=C1)[N+](=O)[O-] (methyl 4-chloro-3-nitrobenzoate). The yield is 88.9%. As a reaction SMILES: [Cl:1][C:2]1[CH:10]=[CH:9][C:5]([C:6]([OH:8])=[O:7])=[CH:4][C:3]=1[N+:11]([O-:13])=[O:12].[C:14](=O)([O-])[O-].[K+].[K+].CI>CN(C)C=O.C(OCC)(=O)C>[Cl:1][C:2]1[CH:10]=[CH:9][C:5]([C:6]([O:8][CH3:14])=[O:7])=[CH:4][C:3]=1[N+:11]([O-:13])=[O:12] |f:1.2.3|. Procedure: To a suspension of 4-chloro-3-nitrobenzoic acid (10 g) and potassium carbonate (7.54 g) in N,N-dimethylformamide (100 mL) was added methyl iodide (3.24 mL) at room temperature under nitrogen atmosphere. The reaction mixture was stirred at room temperature for 3.5 hours. The reaction mixture was diluted with ethyl acetate and washed successively with 1 N-hydrochloric acid, water, an aqueous saturated sodium hydrogencarbonate solution and brine. The organic layer was dried over anhydrous magnesium... Reported procedure: 17.83 g (57.4 mmol) of (Z)-(5R)-9-(tetrahydro-pyran-2-yloxy)-1-trimethylsilanyl-non-2-en-7-yn-5-ol was dissolved in 210 ml of abs. toluene. At -15°, 30.6 ml t-butyl-hydroperoxide (3M, toluene) was added, followed by 761 mg (5 mol%) of vanadium-oxyacetylacetonate. The temperature was then rised within 16 h to 220. TLC indicated the disappearance of starting olefin. While cooling in an ice bath, 13.5 ml (115 mmol) of trimethylphosphite was added in order to destroy the excess of hydroperoxide. 90 ... Product: O1C(CCCC1)OCC#CC[C@@H](C[C@@H](C=C)O)O ((3S,5S)-9-(tetrahydro-pyran-2-yloxy)-non-1-en-7-yne-3,5-diol). As a reaction SMILES: [O:1]1[CH2:6][CH2:5][CH2:4][CH2:3][CH:2]1[O:7][CH2:8][C:9]#[C:10][CH2:11][C@H:12]([OH:21])[CH2:13]/[CH:14]=[CH:15]\[CH2:16][Si](C)(C)C.C([O:26]O)(C)(C)C.COP(OC)OC>C1(C)C=CC=CC=1>[O:1]1[CH2:6][CH2:5][CH2:4][CH2:3][CH:2]1[O:7][CH2:8][C:9]#[C:10][CH2:11][C@H:12]([OH:21])[CH2:13][C@H:14]([OH:26])[CH:15]=[CH2:16]. Starting materials: O1C(CCCC1)OCC#CC[C@@H](C\C=C/C[Si](C)(C)C)O ((Z)-(5R)-9-(tetrahydro-pyran-2-yloxy)-1-trimethylsilanyl-non-2-en-7-yn-5-ol), olefin, COP(OC)OC (trimethylphosphite), C(C)(C)(C)OO (t-butyl-hydroperoxide), vanadium-oxyacetylacetonate. Run at time 16 hour. Run in C1(=CC=CC=C1)C (toluene). Reactants: CO, CNc1nccc(-c2cccnc2Oc2c(C)ccc3c(Cl)nccc23)n1, Cl, Nc1cccc(OC(F)(F)F)c1, N, C1COCCO1. The product is CNc1nccc(-c2cccnc2Oc2c(C)ccc3c(Nc4cccc(OC(F)(F)F)c4)nccc23)n1. Reaction SMILES: [CH3:48][OH:49].[Cl:1][c:2]1[n:3][cH:4][cH:5][c:6]2[c:7]([O:13][c:14]3[n:15][cH:16][cH:17][cH:18][c:19]3-[c:20]3[n:21][c:22]([NH:26][CH3:27])[n:23][cH:24][cH:25]3)[c:8]([CH3:12])[cH:9][cH:10][c:11]12.[ClH:40].[F:28][C:29]([O:30][c:31]1[cH:32][c:33]([NH2:34])[cH:35][cH:36][cH:37]1)([F:38])[F:39].[NH3:41].[O:42]1[CH2:43][CH2:44][O:45][CH2:46][CH2:47]1>>[c:2]1([NH:34][c:33]2[cH:32][c:31]([O:30][C:29]([F:28])([F:38])[F:39])[cH:37][cH:36][cH:35]2)[n:3][cH:4][cH:5][c:6]2[c:7]([O:13][c:14]3[n:15][cH:16][cH:17][cH:18][c:19]3-[c:20]3[n:21][c:22]([NH:26][CH3:27])[n:23][cH:24][cH:25]3)[c:8]([CH3:12])[cH:9][cH:10][c:11]12.